From a dataset of the Open Reaction Database (ORD), a public repository of structured organic reaction records. describe an organic reaction: reactants, conditions, products, and yield Starting materials: N1=CC=C(C=C1)/C=C/C1=CC=C(C=O)C=C1 (4-[(E)-2-(4-pyridyl)vinyl]benzaldehyde), C(CC(=O)O)(=O)O (malonic acid), C(C)(=O)OCC (ethyl acetate). Run in N1=CC=CC=C1 (pyridine), C(C)O (ethanol). Product: N1=CC=C(C=C1)/C=C/C1=CC=C(C=CC(=O)O)C=C1 (4-[(E)-2-(4-pyridyl)vinyl]cinnamic acid). Isolated yield 46.6%. Reaction SMILES: [N:1]1[CH:6]=[CH:5][C:4](/[CH:7]=[CH:8]/[C:9]2[CH:16]=[CH:15][C:12]([CH:13]=O)=[CH:11][CH:10]=2)=[CH:3][CH:2]=1.C(O)(=O)[CH2:18][C:19]([OH:21])=[O:20].C(OCC)(=O)C>N1C=CC=CC=1.C(O)C>[N:1]1[CH:6]=[CH:5][C:4](/[CH:7]=[CH:8]/[C:9]2[CH:16]=[CH:15][C:12]([CH:13]=[CH:18][C:19]([OH:21])=[O:20])=[CH:11][CH:10]=2)=[CH:3][CH:2]=1. Reported procedure: To a solution of 4-[(E)-2-(4-pyridyl)vinyl]benzaldehyde (50 mg) in pyridine (0.025 ml) and ethanol (0.075 ml) was added malonic acid (27.4 mg), and the mixture was refluxed for 7 hours. After cooling, ethyl acetate was added thereto, the resulting precipitates were collected by filtration to give 4-[(E)-2-(4-pyridyl)vinyl]cinnamic acid (28 mg).